This data is from the Open Reaction Database (ORD), a public repository of structured organic reaction records. The task is: describe an organic reaction: reactants, conditions, products, and yield Reactants: [C@H]12C(=CC[C@H](CC1)N2C)C(=O)OCC (ethyl trop-2-ene-2-carboxylate), [Si](C)(C)(C)Cl (Me3SiCl), [Li]C (MeLi). The solvent is C1CCOC1 (THF). Conditions: time 16 hour. Yields the product C(C)(=O)C=1[C@H]2CC[C@@H](CC1)N2C (2-acetyltrop-2-ene). Yield: 100.0%. As a reaction SMILES: [C@@H:1]12[N:8]([CH3:9])[C@@H:5]([CH2:6][CH2:7]1)[CH2:4][CH:3]=[C:2]2[C:10]([O:12]CC)=O.[Si](Cl)(C)(C)[CH3:16].[Li]C>C1COCC1>[C:10]([C:2]1[C@@H:1]2[N:8]([CH3:9])[C@H:5]([CH2:4][CH:3]=1)[CH2:6][CH2:7]2)(=[O:12])[CH3:16]. Procedure details: To a mixture, of ethyl trop-2-ene-2-carboxylate (3.43 g, 0.019 mol) and Me3SiCl (10.32 g, 0.095 mol) in THF (70 mL) cooled to -100° C., MeLi (1.4 M, 7.07 mL, 0.0239 mol) was added dropwise. After warming up to room temperature, the reaction mixture was stirred for 16 hours. Excess Me3SiCl and THF was evaporated off and the resulting residue was stirred with EtOH (6 mL) followed by water (6 mL). The mixture was then made acidic (6N HCl) and extracted with ether. The aqueous layer was made basic (... Starting materials: [H][H] (hydrogen), S1C=CC=C1 (thiophene), C(C)O (ethanol), Cl.Cl.Cl.ClC(CN1CCN(CC1)C(C1=CC=CC=C1)C1=CC=CC=C1)C1=CC2=C(N(C(=N2)C)CC)C=C1 (5-{1-chloro-2-[4-(diphenylmethyl)-1-piperazinyl]ethyl}-1-ethyl-2-methyl-1H-benzimidazole trihydrochloride). The reagents and catalysts are [Pd] (palladium-on-charcoal). The solvent is CO (methanol). Yields the product O.C1(=CC=CC=C1)C(N1CCN(CC1)CCC1=CC2=C(N(C(=N2)C)CC)C=C1)C1=CC=CC=C1 (5-{2-[4 -(diphenylmethyl)-1-piperazinyl]ethyl}-1-ethyl-2-methyl-1H-benzimidazole monohydrate). Isolated yield 35.5%. RXN SMILES: S1C=CC=C1.C([OH:8])C.Cl.Cl.Cl.Cl[CH:13]([C:34]1[CH:45]=[CH:44][C:37]2[N:38]([CH2:42][CH3:43])[C:39]([CH3:41])=[N:40][C:36]=2[CH:35]=1)[CH2:14][N:15]1[CH2:20][CH2:19][N:18]([CH:21]([C:28]2[CH:33]=[CH:32][CH:31]=[CH:30][CH:29]=2)[C:22]2[CH:27]=[CH:26][CH:25]=[CH:24][CH:23]=2)[CH2:17][CH2:16]1.[H][H]>[Pd].CO>[OH2:8].[C:28]1([CH:21]([C:22]2[CH:23]=[CH:24][CH:25]=[CH:26][CH:27]=2)[N:18]2[CH2:19][CH2:20][N:15]([CH2:14][CH2:13][C:34]3[CH:45]=[CH:44][C:37]4[N:38]([CH2:42][CH3:43])[C:39]([CH3:41])=[N:40][C:36]=4[CH:35]=3)[CH2:16][CH2:17]2)[CH:29]=[CH:30][CH:31]=[CH:32][CH:33]=1 |f:2.3.4.5,9.10|. Reported procedure: To 2 parts of a solution of 2 parts of thiophene in 40 parts of ethanol, are added 9 parts of 5-{1-chloro-2-[4-(diphenylmethyl)-1-piperazinyl]ethyl}-1-ethyl-2-methyl-1H-benzimidazole trihydrochloride and 240 parts of methanol. The whole is hydrogenated at normal pressure and at room temperature with 4 parts of palladium-on-charcoal catalyst 10%. After the calculated amount of hydrogen is taken up, the catalyst is filtered off and the filtrate is evaporated. The residue is taken up in 100 parts o... The reactants are S1C(NC(C1)=O)=O (thiazolidine-2,4-dione), OC=1C=C(C=O)C=C(C1O)Cl (3,4-dihydroxy-5-chlorobenzaldehyde), N1CCCCC1 (piperidine). The solvent is C(C)(=O)O (acetic acid). Reaction conditions: temperature 100 celsius. Yields the product OC=1C=C(C=C(C1O)Cl)C=C1C(NC(S1)=O)=O (5-[(3,4-Dihydroxy-5-chlorophenyl)methylidene]-thiazolidin-2,4-dione). Reaction SMILES: [S:1]1[CH2:5][C:4](=[O:6])[NH:3][C:2]1=[O:7].[OH:8][C:9]1[CH:10]=[C:11]([CH:14]=[C:15]([Cl:18])[C:16]=1[OH:17])[CH:12]=O.N1CCCCC1>C(O)(=O)C>[OH:8][C:9]1[CH:10]=[C:11]([CH:12]=[C:5]2[S:1][C:2](=[O:7])[NH:3][C:4]2=[O:6])[CH:14]=[C:15]([Cl:18])[C:16]=1[OH:17]. Procedure: A solution containing 1.33 g of thiazolidine-2,4-dione, 1.72 g of 3,4-dihydroxy-5-chlorobenzaldehyde and 2 ml of piperidine in 20 ml of acetic acid was heated for five hours at 100° C. Yield 1.9 g (70%), mp 299°-301° C. The reactants are [Cl-].[Na+] (sodium chloride), N(=O)[O-].[Na+] (sodium nitrite), FC1=C(C=C(C=C1)I)C(CC(=O)OCC)=O (ethyl 3-(2-fluoro-5-iodophenyl)-3-oxopropanoate). Run in O (water), C(C)(=O)O (acetic acid). Run at time 1.5 hour. Yields the product FC1=C(C=C(C=C1)I)C(C(C(=O)OCC)=NO)=O (Ethyl 3-(2-fluoro-5-iodophenyl)-2-(hydroxyimino)-3-oxopropanoate). The yield is 50.2%. As a reaction SMILES: [N:1]([O-:3])=O.[Na+].[F:5][C:6]1[CH:11]=[CH:10][C:9]([I:12])=[CH:8][C:7]=1[C:13](=[O:20])[CH2:14][C:15]([O:17][CH2:18][CH3:19])=[O:16].[Cl-].[Na+]>O.C(O)(=O)C>[F:5][C:6]1[CH:11]=[CH:10][C:9]([I:12])=[CH:8][C:7]=1[C:13](=[O:20])[C:14](=[N:1][OH:3])[C:15]([O:17][CH2:18][CH3:19])=[O:16] |f:0.1,3.4|. Reported procedure: Employing the method utilized by Fray (Fray, J. M., Cooper, K., Parry, M. J., Richardson, K., Steele, J. J. Med. Chem. 1995, 38, 3514-3523), a solution of sodium nitrite (0.52 g) in water (3 mL) is added dropwise to a solution of ethyl 3-(2-fluoro-5-iodophenyl)-3-oxopropanoate (Preparation 15, 2.4 g) in glacial acetic acid (3 mL) at 5° C. with stirring. After 1.5 h, the mixture is poured into saturated aqueous sodium chloride and extracted with dichloromethane. The organic extracts are washed wi... Reported procedure: 3-Isocyanato-benzoic acid methyl ester (500 mg, 2.82 mmol) was treated with 0.5 M NH3 in dioxane (20 mL). The mixture was agitated for 48 h, and the product, 3-ureido-benzoic acid methyl ester (200 mg, 1.03 mmol), was isolated by filtration as a white solid (404 mg, 73.7%). This intermediate was dissolved in methanol (2 mL) and Amberlyst A26® (OH− form) was added. The resulting mixture was agitated overnight. The resin was then filtered and washed with methanol (3×2 mL). The product was eluted w... The reactants are COC(C1=CC(=CC=C1)N=C=O)=O (3-Isocyanato-benzoic acid methyl ester), N (NH3). Solvent: O1CCOCC1 (dioxane). Run at time 48 hour. Reaction SMILES: [CH3:1][O:2][C:3](=[O:13])[C:4]1[CH:9]=[CH:8][CH:7]=[C:6]([N:10]=[C:11]=[O:12])[CH:5]=1.[NH3:14]>O1CCOCC1>[CH3:1][O:2][C:3](=[O:13])[C:4]1[CH:9]=[CH:8][CH:7]=[C:6]([NH:10][C:11]([NH2:14])=[O:12])[CH:5]=1. Product: COC(C1=CC(=CC=C1)NC(=O)N)=O (3-ureido-benzoic acid methyl ester), solid. The yield is 73.7%. The reactants are C1(=CC=CC=C1)N=C=O (phenyl isocyanate), [H][H] (hydrogen), Pd on-carbon, 50, [H][H] (hydrogen). The reagents and catalysts are O1CCOCC1 (1,4-dioxane). The solvent is C(C)N(CC)CC (triethylamine). The product is C(=O)NC1=CC=CC=C1 (Formanilide). The yield is 98.0%. As a reaction SMILES: [C:1]1([N:7]=[C:8]=[O:9])[CH:6]=[CH:5][CH:4]=[CH:3][CH:2]=1.[H][H]>O1CCOCC1.C(N(CC)CC)C>[CH:8]([NH:7][C:1]1[CH:6]=[CH:5][CH:4]=[CH:3][CH:2]=1)=[O:9]. Reported procedure: A solution of phenyl isocyanate (1.2 g.; 0.01 mole in 100 ml. anhydrous 1,4-dioxane containing two drops of anhydrous triethylamine was mixed with 500 mg. of 10% Pd-on-carbon and shaken at a pressure of 50 p.s.i. of hydrogen on a Parr low pressure hydrogenator. The uptake of hydrogen was complete in 5 minutes. The catalyst was collected and washed with 50 ml. of 1,4-dioxane. The solvent was evaporated to give 1.2 g. (98% yield) of slightly yellow oil which slowly crystallized. The product was co... Reactants: C(C(=O)O)(=O)O (oxalic acid), ClCCCOC=1C=2C=CNC2C=CC1 (1-chloro-3-(1H-indole-4-oxy)propane), O=C1CCC2=CC=CC=C2C12CCNCC2 (3,4-dihydro-2-oxospiro[naphthalene-1(2H),4'- piperidine]), C([O-])([O-])=O.[K+].[K+] (potassium carbonate). Product: C(C(=O)O)(=O)O.N1C=CC2=C(C=CC=C12)OCCCN1CCC2(CC1)C(CCC1=CC=CC=C12)=O (1-(4-indolyloxy)-3-(3,4-dihydro-2-oxospiro[naphthalene-1(2H),4'-piperidin]-1'-yl)propane ethanedioate). RXN SMILES: Cl[CH2:2][CH2:3][CH2:4][O:5][C:6]1[C:7]2[CH:8]=[CH:9][NH:10][C:11]=2[CH:12]=[CH:13][CH:14]=1.[O:15]=[C:16]1[C:25]2([CH2:30][CH2:29][NH:28][CH2:27][CH2:26]2)[C:24]2[C:19](=[CH:20][CH:21]=[CH:22][CH:23]=2)[CH2:18][CH2:17]1.C(=O)([O-])[O-].[K+].[K+].[C:37]([OH:42])(=[O:41])[C:38]([OH:40])=[O:39]>C(#N)C.C(OCC)(=O)C>[C:37]([OH:42])(=[O:41])[C:38]([OH:40])=[O:39].[NH:10]1[C:11]2[C:7](=[C:6]([O:5][CH2:4][CH2:3][CH2:2][N:28]3[CH2:27][CH2:26][C:25]4([C:24]5[C:19](=[CH:20][CH:21]=[CH:22][CH:23]=5)[CH2:18][CH2:17][C:16]4=[O:15])[CH2:30][CH2:29]3)[CH:14]=[CH:13][CH:12]=2)[CH:8]=[CH:9]1 |f:2.3.4,8.9|. Reported procedure: A solution of 1-chloro-3-(1H-indole-4-oxy)propane, 3,4-dihydro-2-oxospiro[naphthalene-1(2H),4'- piperidine] and 3 equivalents of potassium carbonate in acetonitrile was heated at reflux for 12 h. The mixture was cooled, diluted with ethyl acetate, and the organic layer was separated and washed with brine. The crude residue was purified by silica gel chromatography (dichloromethane/5% methanol in dichloromethane gradient eluent). The resulting free base was dissolved in ethyl acetate and precipit... Solvent: C(C)(=O)OCC (ethyl acetate), C(C)#N (acetonitrile), C(C)(=O)OCC (ethyl acetate).